describe an organic reaction: reactants, conditions, products, and yield From a dataset of the Open Reaction Database (ORD), a public repository of structured organic reaction records. The reactants are COC=1C=C(C=CC1OC)C1=CC=C(C=N1)N (6-(3,4-dimethoxy-phenyl)-pyridin-3-ylamine), C(C)OC=C(C(=O)OCC)C(=O)OCC (diethyl ethoxymethylenemalonate). Solvent: CC=1C=CC=CC1C (o-xylene). Conditions: temperature 250 celsius. Yields the product C(C)OC(=O)C=1C=NC2=CC=C(N=C2C1O)C1=CC(=C(C=C1)OC)OC (6-(3,4-Dimethoxy-phenyl)-4-hydroxy-[1,5]naphthyridine-3-carboxylic acid ethyl ester). Reaction SMILES: [CH3:1][O:2][C:3]1[CH:4]=[C:5]([C:11]2[N:16]=[CH:15][C:14]([NH2:17])=[CH:13][CH:12]=2)[CH:6]=[CH:7][C:8]=1[O:9][CH3:10].C([O:20][CH:21]=[C:22]([C:28](OCC)=O)[C:23]([O:25][CH2:26][CH3:27])=[O:24])C>CC1C=CC=CC=1C>[CH2:26]([O:25][C:23]([C:22]1[CH:28]=[N:17][C:14]2[C:15]([C:21]=1[OH:20])=[N:16][C:11]([C:5]1[CH:6]=[CH:7][C:8]([O:9][CH3:10])=[C:3]([O:2][CH3:1])[CH:4]=1)=[CH:12][CH:13]=2)=[O:24])[CH3:27]. Reported procedure: A mixture of 6-(3,4-dimethoxy-phenyl)-pyridin-3-ylamine (Stage 249.1.4, 2.0 g, 8.69 mmol) and diethyl ethoxymethylenemalonate (Aldrich, Buchs, Switzerland, 2.087 ml, 10.42 mmol) in o-xylene (22 ml) was heated by microwaves at 150° C. for 45 min and at 250° C. for 9 h. The RM was cooled to rt and crystallized with diethylether. The suspension was filtered and the cake was triturated again in hot EtOAc and cooled after in the freezer. The suspension was filtered again. The cake was washed with EtO... The reactants are C=CC(=O)OC, CC(=O)[O-], CC(=O)[O-], CN(C)C=O, CCN(C(C)C)C(C)C, [Cl-], CC(C)(C)OC(=O)n1nc(I)c2cc(NS(=O)(=O)c3ccccc3S(C)(=O)=O)ccc21, [Li+], O, [Pd+2]. Yields the product COC(=O)C=Cc1nn(C(=O)OC(C)(C)C)c2ccc(NS(=O)(=O)c3ccccc3S(C)(=O)=O)cc12. RXN SMILES: [C:1]([CH:2]=[CH2:3])(=[O:4])[O:5][CH3:6].[C:54]([O-:55])(=[O:56])[CH3:57].[C:59]([O-:60])(=[O:61])[CH3:62].[CH3:49][N:50]([CH3:51])[CH:52]=[O:53].[CH:38]([N:39]([CH:40]([CH3:41])[CH3:42])[CH2:43][CH3:44])([CH3:45])[CH3:46].[Cl-:48].[I:7][c:8]1[n:9][n:10]([C:31](=[O:32])[O:33][C:34]([CH3:35])([CH3:36])[CH3:37])[c:11]2[cH:12][cH:13][c:14]([NH:17][S:18](=[O:19])(=[O:20])[c:21]3[c:22]([S:27](=[O:28])(=[O:29])[CH3:30])[cH:23][cH:24][cH:25][cH:26]3)[cH:15][c:16]12.[Li+:47].[OH2:63].[Pd+2:58]>>[C:1]([CH:2]=[CH:3][c:8]1[n:9][n:10]([C:31](=[O:32])[O:33][C:34]([CH3:35])([CH3:36])[CH3:37])[c:11]2[cH:12][cH:13][c:14]([NH:17][S:18](=[O:19])(=[O:20])[c:21]3[c:22]([S:27](=[O:28])(=[O:29])[CH3:30])[cH:23][cH:24][cH:25][cH:26]3)[cH:15][c:16]12)(=[O:4])[O:5][CH3:6]. Reactants: BrB(Br)Br, CCN1CCC2(c3cccc(OC)c3)Cc3[nH]c(C(=O)N(C)C)c(C)c3CC2C1, CCOCC, CO, Cl. The product is CCN1CCC2(c3cccc(O)c3)Cc3[nH]c(C(=O)N(C)C)c(C)c3CC2C1, Cl. Reaction SMILES: [B:30]([Br:31])([Br:32])[Br:33].[CH3:1][N:2]([C:3](=[O:4])[c:5]1[c:6]([CH3:28])[c:7]2[c:8]([nH:27]1)[CH2:9][C:10]1([c:19]3[cH:20][c:21]([O:25][CH3:26])[cH:22][cH:23][cH:24]3)[CH2:11][CH2:12][N:13]([CH2:17][CH3:18])[CH2:14][CH:15]1[CH2:16]2)[CH3:29].[CH3:35][CH2:36][O:37][CH2:38][CH3:39].[CH3:40][OH:41].[ClH:34]>>[CH3:1][N:2]([C:3](=[O:4])[c:5]1[c:6]([CH3:28])[c:7]2[c:8]([nH:27]1)[CH2:9][C:10]1([c:19]3[cH:20][c:21]([OH:25])[cH:22][cH:23][cH:24]3)[CH2:11][CH2:12][N:13]([CH2:17][CH3:18])[CH2:14][CH:15]1[CH2:16]2)[CH3:29].[ClH:34]. Reactants: [Li]CCCC, COc1ccc2c(OC)cccc2c1, [Na+], [Na+], O=C([O-])[O-], O=C=O, C1CCOC1, O. Yields the product COc1cc2cccc(OC)c2cc1C(=O)O. As a reaction SMILES: [CH2:1]([Li:2])[CH2:3][CH2:4][CH3:5].[CH3:6][O:7][c:8]1[cH:9][cH:10][cH:11][c:12]2[cH:13][c:14]([O:18][CH3:19])[cH:15][cH:16][c:17]12.[Na+:23].[Na+:24].[O-:25][C:26](=[O:27])[O-:28].[O:20]=[C:21]=[O:22].[O:29]1[CH2:30][CH2:31][CH2:32][CH2:33]1.[OH2:34]>>[CH3:6][O:7][c:8]1[cH:9][cH:10][cH:11][c:12]2[cH:13][c:14]([O:18][CH3:19])[c:15]([C:21](=[O:20])[OH:22])[cH:16][c:17]12. The reactants are CCOC(=O)C(=O)OCC, COC(C)(C)C, CC(=O)O, Cc1cc(Cl)ncc1[N+](=O)[O-], C1CCC2=NCCCN2CC1, O. Yields the product CCOC(=O)C(=O)Cc1cc(Cl)ncc1[N+](=O)[O-]. RXN SMILES: [C:12]([C:13](=[O:14])[O:15][CH2:16][CH3:17])(=[O:18])[O:19][CH2:20][CH3:21].[CH3:33][O:34][C:35]([CH3:36])([CH3:37])[CH3:38].[CH3:40][C:41](=[O:42])[OH:43].[Cl:1][c:2]1[n:3][cH:4][c:5]([N+:9](=[O:10])[O-:11])[c:6]([CH3:8])[cH:7]1.[N:22]12[CH2:23][CH2:24][CH2:25][N:26]=[C:27]1[CH2:28][CH2:29][CH2:30][CH2:31][CH2:32]2.[OH2:39]>>[Cl:1][c:2]1[n:3][cH:4][c:5]([N+:9](=[O:10])[O-:11])[c:6]([CH2:8][C:12]([C:13](=[O:14])[O:15][CH2:16][CH3:17])=[O:18])[cH:7]1.